From a dataset of the Open Reaction Database (ORD), a public repository of structured organic reaction records. describe an organic reaction: reactants, conditions, products, and yield Reaction SMILES: [CH3:1][S:2][C:3]1[N:7]=[C:6]([SH:8])[S:5][N:4]=1.[CH3:9][O:10][C:11]1[CH:16]=[CH:15][C:14]([C:17]2[CH:22]=[CH:21][C:20]([S:23]([NH:26][CH:27]([CH2:32][CH:33]3[O:35][CH2:34]3)[C:28]([O:30]C)=[O:29])(=[O:25])=[O:24])=[CH:19][CH:18]=2)=[CH:13][CH:12]=1>>[CH3:9][O:10][C:11]1[CH:12]=[CH:13][C:14]([C:17]2[CH:18]=[CH:19][C:20]([S:23]([NH:26][CH:27]([CH2:32][CH:33]([OH:35])[CH2:34][S:8][C:6]3[S:5][N:4]=[C:3]([S:2][CH3:1])[N:7]=3)[C:28]([OH:30])=[O:29])(=[O:24])=[O:25])=[CH:21][CH:22]=2)=[CH:15][CH:16]=1. The product is COC1=CC=C(C=C1)C1=CC=C(C=C1)S(=O)(=O)NC(C(=O)O)CC(CSC1=NC(=NS1)SC)O (2-[(4′-Methoxy[1,1′-biphenyl]-4-yl)sulfonyl]amino-4-hydroxy-5-[[3-(methylthio)-1,2,4-thiadiazol-5-yl]thio]-pentanoic acid). Starting materials: CSC1=NSC(=N1)S (3-methylmercapto-5-mercapto-1,2,4-thiadiazole), COC1=CC=C(C=C1)C1=CC=C(C=C1)S(=O)(=O)NC(C(=O)OC)CC1CO1 (methyl 2-[(4′-methoxy[1,1′-biphenyl]-4-yl)sulfonyl]amino-4,5-epoxypentanoate), compound 20. Reported procedure: Example 38 is prepared from 3-methylmercapto-5-mercapto-1,2,4-thiadiazole and 1d using the procedure described for compound 20. The reactants are CSC1=NCCN1C(=O)c1cccnc1Cl, NN1CCCCC1. Yields the product O=C1c2cccnc2N(N2CCCCC2)C2=NCCN12. As a reaction SMILES: [Cl:1][c:2]1[n:3][cH:4][cH:5][cH:6][c:7]1[C:8](=[O:9])[N:10]1[C:11]([S:15][CH3:16])=[N:12][CH2:13][CH2:14]1.[NH2:17][N:18]1[CH2:19][CH2:20][CH2:21][CH2:22][CH2:23]1>>[c:2]12[n:3][cH:4][cH:5][cH:6][c:7]1[C:8](=[O:9])[N:10]1[C:11](=[N:12][CH2:13][CH2:14]1)[N:17]2[N:18]1[CH2:19][CH2:20][CH2:21][CH2:22][CH2:23]1. Reactants: ClC1=C(CCl)C=CC=C1 (2-chlorobenzyl chloride), N1(CCNCC1)C(=S)SC (methyl 1-piperazinecarbodithioate), C([O-])([O-])=O.[Na+].[Na+] (sodium carbonate). Run in C(C)O (ethanol). Product: ClC1=C(CN2CCN(CC2)C(OC)=S)C=CC=C1 (methyl 4-(2-chlorobenzyl)-1-piperazinecarbothioate). The yield is 36.2%. RXN SMILES: [Cl:1][C:2]1[CH:9]=[CH:8][CH:7]=[CH:6][C:3]=1[CH2:4]Cl.[N:10]1([C:16]([S:18]C)=S)[CH2:15][CH2:14][NH:13][CH2:12][CH2:11]1.[C:20](=O)([O-])[O-:21].[Na+].[Na+]>C(O)C>[Cl:1][C:2]1[CH:9]=[CH:8][CH:7]=[CH:6][C:3]=1[CH2:4][N:13]1[CH2:14][CH2:15][N:10]([C:16](=[S:18])[O:21][CH3:20])[CH2:11][CH2:12]1 |f:2.3.4|. Procedure details: In 16 ml of ethanol, 1.61 g (10 mmol.) of 2-chlorobenzyl chloride, 1.76 g (10 mmol.) of methyl 1-piperazinecarbodithioate and 1.06 g (10 mmol.) of sodium carbonate were heated to reflux for 4 hours. Ethanol was distilled off under reduced pressure, and to the residue was added water. The aqueous mixture was extracted with 30 ml of ether. The ether extract was shaken with 15 ml of 3N-hydrochloric acid. There were separated three layers. The aqueous portion and the oil portion were taken out and c... Procedure: One g of 2-methyl-3-(1,4,5,6-tetrahydronicotinoyl)pyrazolo[1,5-a]pyridine was dissolved in 20 ml of dimethyl-formamide and 0.3 g of sodium hydride (55%) was added whilst stirring to the mixture. The mixture was stirred at room temperature for 1 hour, and then 1 g of ethylchloride was added and stirred at 60° C. for 2 hours. After removal of solvent in vacuo, the residue was chromatographed over SiO2 employing CH2Cl2 --ethyl acetate--methanol (8:1.5:0.5) mixture as eluent. The eluate was evaporat... The product is CC1=NN2C(C=CC=C2)=C1C(C1=CN(CCC1)CC)=O (2-methyl-3-(1-ethyl-1,4,5,6-tetrahydronicotinoyl)pyrazolo[1,5-a]pyridine). Reaction SMILES: [CH3:1][C:2]1[C:10]([C:11](=[O:18])[C:12]2[CH2:17][CH2:16][CH2:15][NH:14][CH:13]=2)=[C:5]2[CH:6]=[CH:7][CH:8]=[CH:9][N:4]2[N:3]=1.[H-].[Na+].[CH2:21](Cl)[CH3:22]>CN(C)C=O>[CH3:1][C:2]1[C:10]([C:11](=[O:18])[C:12]2[CH2:17][CH2:16][CH2:15][N:14]([CH2:21][CH3:22])[CH:13]=2)=[C:5]2[CH:6]=[CH:7][CH:8]=[CH:9][N:4]2[N:3]=1 |f:1.2|. Reactants: [H-].[Na+] (sodium hydride), CC1=NN2C(C=CC=C2)=C1C(C1=CNCCC1)=O (2-methyl-3-(1,4,5,6-tetrahydronicotinoyl)pyrazolo[1,5-a]pyridine), C(C)Cl (ethylchloride). The solvent is CN(C=O)C (dimethyl-formamide). Reactants: Cl.Cl.C(C)OC(CN1C[C@@H](CC1)N)=O (((R)-3-amino-pyrrolidin-1-yl)-acetic acid ethyl ester dihydrochloride), ClC1=CC=C(C(=O)O)C=C1 (4-chlorobenzoic acid). Product: C(C)OC(CN1C[C@@H](CC1)NC(C1=CC=C(C=C1)Cl)=O)=O ([(R)-3-(4-chloro-benzoylamino)-pyrrolidin-1-yl]-acetic acid ethyl ester). Reaction SMILES: Cl.Cl.[CH2:3]([O:5][C:6](=[O:14])[CH2:7][N:8]1[CH2:12][CH2:11][C@@H:10]([NH2:13])[CH2:9]1)[CH3:4].[Cl:15][C:16]1[CH:24]=[CH:23][C:19]([C:20](O)=[O:21])=[CH:18][CH:17]=1>>[CH2:3]([O:5][C:6](=[O:14])[CH2:7][N:8]1[CH2:12][CH2:11][C@@H:10]([NH:13][C:20](=[O:21])[C:19]2[CH:23]=[CH:24][C:16]([Cl:15])=[CH:17][CH:18]=2)[CH2:9]1)[CH3:4] |f:0.1.2|. Reported procedure: 5.1 Using general procedure D ((R)-3-amino-pyrrolidin-1-yl)-acetic acid ethyl ester dihydrochloride (example 1.2) was coupled with 4-chlorobenzoic acid to give [(R)-3-(4-chloro-benzoylamino)-pyrrolidin-1-yl]-acetic acid ethyl ester. Solid. MS 311.3 ([M+H]+)< Starting materials: ON1N=NC2=C1C=CC=C2 (1-Hydroxybenzotriazole), C(C1=CC=CC=C1)OC(=O)C12CCC(CC1)(CC2)C(=O)O (4-benzyloxycarbonylbicyclo[2.2.2]octane-1-carboxylic acid), CN(C=O)C (N,N-dimethylformamide), Cl.FC1(CCC(CC1)N)F (4,4-difluorocyclohexylamine hydrochloride), CN(C=O)C (N,N-dimethylformamide), resultant mixture, Cl.CN(CCCN=C=NCC)C (1-(3-dimethylaminopropyl)-3-ethylcarbodiimide hydrochloride). The solvent is C(C)N(CC)CC (triethylamine). Reaction conditions: time 1 hour. Product: C(C1=CC=CC=C1)OC(=O)NC12CCC(CC1)(CC2)C(=O)NC2CCC(CC2)(F)F (4-benzyloxycarbonylamino-N-(4,4-difluorocyclohexyl)bicyclo[2.2.2]octane-1-carboxamide). Reaction SMILES: O[N:2]1[C:6]2[CH:7]=[CH:8][CH:9]=[CH:10][C:5]=2N=N1.[CH2:11]([O:18][C:19](C12CCC(C(O)=O)(CC1)CC2)=[O:20])[C:12]1[CH:17]=[CH:16][CH:15]=[CH:14][CH:13]=1.Cl.CN(C)CCCN=C=N[CH2:41][CH3:42].Cl.[F:45][C:46]1([F:53])[CH2:51][CH2:50][CH:49]([NH2:52])[CH2:48][CH2:47]1.CN(C)[CH:56]=[O:57]>C(N(CC)CC)C>[CH2:11]([O:18][C:19]([NH:2][C:6]12[CH2:42][CH2:41][C:9]([C:56]([NH:52][CH:49]3[CH2:50][CH2:51][C:46]([F:53])([F:45])[CH2:47][CH2:48]3)=[O:57])([CH2:8][CH2:7]1)[CH2:10][CH2:5]2)=[O:20])[C:12]1[CH:17]=[CH:16][CH:15]=[CH:14][CH:13]=1 |f:2.3,4.5|. Procedure details: 1-Hydroxybenzotriazole (138 mg), 4-benzyloxycarbonylbicyclo[2.2.2]octane-1-carboxylic acid (72.0 mg) and N,N-dimethylformamide (8 mL) were mixed together. While the mixture was chilled in an ice bath, 1-(3-dimethylaminopropyl)-3-ethylcarbodiimide hydrochloride (265 mg) was added and the mixture was stirred at room temperature for 1 hour. Subsequently, a mixture of 4,4-difluorocyclohexylamine hydrochloride (108 mg), triethylamine (105 μL) and N,N-dimethylformamide (2 mL) was added and the resulta... Starting materials: C(C)(C)C(=O)C(C)C (diisopropylketone), C1(=CC=C(C=C1)S(=O)(=O)OCC1=C(C=CC=C1[N+](=O)[O-])[N+](=O)[O-])C (2,6-dinitrobenzyl p-toluenesulfonate), C1(CCCCC1)S(=O)(=O)C(=[N+]=[N-])S(=O)(=O)C1CCCCC1 (bis(cyclohexylsulfonyl)diazomethane). The product is CC(C)(C(C(C)C)=O)S(=O)(=O)C1=CC=C(C=C1)C (2,4-dimethyl-2-(p-toluenesulfonyl)pentan-3-one). As a reaction SMILES: [CH:1]([C:4]([CH:6]([CH3:8])[CH3:7])=[O:5])([CH3:3])[CH3:2].[C:9]1([CH3:32])[CH:14]=[CH:13][C:12]([S:15](OCC2C([N+]([O-])=O)=CC=CC=2[N+]([O-])=O)(=[O:17])=[O:16])=[CH:11][CH:10]=1.C1(S(C(S(C2CCCCC2)(=O)=O)=[N+]=[N-])(=O)=O)CCCCC1>>[CH3:2][C:1]([S:15]([C:12]1[CH:13]=[CH:14][C:9]([CH3:32])=[CH:10][CH:11]=1)(=[O:17])=[O:16])([C:4](=[O:5])[CH:6]([CH3:8])[CH3:7])[CH3:3]. Reported procedure: Using diisopropylketone, the reaction was carried out in the same manner as described in Synthesis Example 9, (2) and (3). The crude solid was recrystallized from n-hexane/benzene to afford 2,4-dimethyl-2-(p-toluenesulfonyl)pentan-3-one as white leaflets.